From a dataset of the Open Reaction Database (ORD), a public repository of structured organic reaction records. describe an organic reaction: reactants, conditions, products, and yield Reactants: ice, C(C)(=O)OCC (ethyl acetate), N(=O)N1CCNCC1 (1-nitrosopiperazine), N1=CC=CC=C1 (pyridine), C1(=CC=CS1)C(=O)Cl (2-thenoyl chloride). Run in O (water), O1CCOCC1 (dioxane). The product is N(=O)N1CCN(CC1)C(C1=CC=CS1)=O (1-nitroso-4-(2-thenoyl)-piperazine). RXN SMILES: [N:1]([N:3]1[CH2:8][CH2:7][NH:6][CH2:5][CH2:4]1)=[O:2].N1C=CC=CC=1.[C:15]1([C:20](Cl)=[O:21])[S:19][CH:18]=[CH:17][CH:16]=1.C(OCC)(=O)C>O1CCOCC1.O>[N:1]([N:3]1[CH2:8][CH2:7][N:6]([C:20](=[O:21])[C:15]2[S:19][CH:18]=[CH:17][CH:16]=2)[CH2:5][CH2:4]1)=[O:2]. Reported procedure: To a mixture of 1-nitrosopiperazine {1.21 g) and pyridine (2.4 ml) in dioxane (18 ml) was added dropwise 2-thenoyl chloride (1.2 ml) in an ice bath. The mixture was stirred for one hour in an ice.bath and then overnight at ambient temperature. The mixture was poured into a mixture of ethyl acetate (100 ml) and water (100 ml). The separated aqueous layer was extracted twice with ethyl acetate. The combined organic layers were dried and concentrated in vacuo. The residue was pulverized with diisop... Reactants: O=C([O-])O, CCOC(=O)C1CCN(c2nc(C)c(C)s2)CC1, CC#N, O=C1CCC(=O)N1Cl, [Na+]. The product is CCOC(=O)C1CCN(c2nc(CCl)c(C)s2)CC1. RXN SMILES: [C:27](=[O:28])([O-:29])[OH:30].[CH3:1][c:2]1[n:3][c:4]([N:8]2[CH2:9][CH2:10][CH:11]([C:14](=[O:15])[O:16][CH2:17][CH3:18])[CH2:12][CH2:13]2)[s:5][c:6]1[CH3:7].[CH3:32][C:33]#[N:34].[Cl:19][N:20]1[C:21](=[O:22])[CH2:23][CH2:24][C:25]1=[O:26].[Na+:31]>>[CH2:1]([c:2]1[n:3][c:4]([N:8]2[CH2:9][CH2:10][CH:11]([C:14](=[O:15])[O:16][CH2:17][CH3:18])[CH2:12][CH2:13]2)[s:5][c:6]1[CH3:7])[Cl:19]. Yields the product C1(=CC=CC=C1)N1C(=O)N(C(=O)C1)C1=C(C=C(C=C1)S(N)(=O)=O)Cl (1-Phenyl-3-(2-chloro-4-sulphamoylphenyl)-hydantoin). As a reaction SMILES: [C:1]([N:4]([C:20]1[CH:25]=[CH:24][CH:23]=[CH:22][CH:21]=1)[CH2:5][C:6]([NH:8][C:9]1[CH:14]=[CH:13][C:12]([S:15](=[O:18])(=[O:17])[NH2:16])=[CH:11][C:10]=1[Cl:19])=[O:7])(O)=[O:2]>C(OC(=O)C)(=O)C>[C:20]1([N:4]2[CH2:5][C:6](=[O:7])[N:8]([C:9]3[CH:14]=[CH:13][C:12]([S:15](=[O:18])(=[O:17])[NH2:16])=[CH:11][C:10]=3[Cl:19])[C:1]2=[O:2])[CH:25]=[CH:24][CH:23]=[CH:22][CH:21]=1. Procedure details: 2-(N-carboxy-phenylamino)-N-(2-chloro-4-sulphamoylphenyl)-acetamide (5.0 g) was heated in acetic anhydride (20 ml) 2 hr at 80°. The anhydride was then distilled off and the residue digested with water, filtered off and further washed with water to yield 3.5 g, m.p. 241°-243° on recrystallisation from ethyl acetate. Solvent: C(C)(=O)OC(C)=O (acetic anhydride). Reactants: C(=O)(O)N(CC(=O)NC1=C(C=C(C=C1)S(N)(=O)=O)Cl)C1=CC=CC=C1 (2-(N-carboxy-phenylamino)-N-(2-chloro-4-sulphamoylphenyl)-acetamide). Reactants: [H-].COCCO[Al+]OCCOC.[Na+].[H-] (sodium bis-(2-methoxyethoxy)-aluminum hydride), solution, C(CCCCCCCCCCCCCCC)N(C(COC1=CC=C(C=C1)CN)=O)CCCCCCCCCCCCCCCC (N,N-Dihexadecyl-4-(aminomethyl)phenoxy acetamide). The solvent is C1=CC=CC=C1 (benzene), C1=CC=CC=C1 (benzene). Product: C(CCCCCCCCCCCCCCC)N(CCCCCCCCCCCCCCCC)CCOC1=CC=C(C=C1)CN (N,N-Dihexadecyl-2-[4-(aminomethyl)phenoxy]ethylamine). Isolated yield 28.1%. RXN SMILES: [CH2:1]([N:17]([CH2:30][CH2:31][CH2:32][CH2:33][CH2:34][CH2:35][CH2:36][CH2:37][CH2:38][CH2:39][CH2:40][CH2:41][CH2:42][CH2:43][CH2:44][CH3:45])[C:18](=O)[CH2:19][O:20][C:21]1[CH:26]=[CH:25][C:24]([CH2:27][NH2:28])=[CH:23][CH:22]=1)[CH2:2][CH2:3][CH2:4][CH2:5][CH2:6][CH2:7][CH2:8][CH2:9][CH2:10][CH2:11][CH2:12][CH2:13][CH2:14][CH2:15][CH3:16].[H-].COCCO[Al+]OCCOC.[Na+].[H-]>C1C=CC=CC=1>[CH2:1]([N:17]([CH2:18][CH2:19][O:20][C:21]1[CH:26]=[CH:25][C:24]([CH2:27][NH2:28])=[CH:23][CH:22]=1)[CH2:30][CH2:31][CH2:32][CH2:33][CH2:34][CH2:35][CH2:36][CH2:37][CH2:38][CH2:39][CH2:40][CH2:41][CH2:42][CH2:43][CH2:44][CH3:45])[CH2:2][CH2:3][CH2:4][CH2:5][CH2:6][CH2:7][CH2:8][CH2:9][CH2:10][CH2:11][CH2:12][CH2:13][CH2:14][CH2:15][CH3:16] |f:1.2.3.4|. Procedure: N,N-Dihexadecyl-4-(aminomethyl)phenoxy acetamide (2.8 g, 0.0042 mole) was dissolved in benzene (30 ml) and treated with sodium bis-(2-methoxyethoxy)-aluminum hydride (5.94 g of a 70% solution in benzene). The mixture was refluxed for 16 hours, cooled and quenched with 10% sodium hydroxide solution (10.2 ml). The organic phase was separated, washed with saturated sodium chloride solution (3×50 ml), dried over sodium sulfate, filtered and concentrated under vacuum to an oil (2.27 g). The product w... Starting materials: CC(C)CCON=O, CC#N, Cl[Cu], Cl, N#Cc1c(N)nc(OCc2ccccc2)c(C#N)c1-c1ccc2c(c1)OCO2. Yields the product N#Cc1c(Cl)nc(OCc2ccccc2)c(C#N)c1-c1ccc2c(c1)OCO2. Reaction SMILES: [CH3:29][CH:30]([CH2:31][CH2:32][O:33][N:34]=[O:35])[CH3:36].[CH3:38][C:39]#[N:40].[Cl:41][Cu:42].[ClH:37].[NH2:1][c:2]1[n:3][c:4]([O:21][CH2:22][c:23]2[cH:24][cH:25][cH:26][cH:27][cH:28]2)[c:5]([C:19]#[N:20])[c:6](-[c:10]2[cH:11][c:12]3[c:13]([cH:17][cH:18]2)[O:14][CH2:15][O:16]3)[c:7]1[C:8]#[N:9]>>[c:2]1([Cl:37])[n:3][c:4]([O:21][CH2:22][c:23]2[cH:24][cH:25][cH:26][cH:27][cH:28]2)[c:5]([C:19]#[N:20])[c:6](-[c:10]2[cH:11][c:12]3[c:13]([cH:17][cH:18]2)[O:14][CH2:15][O:16]3)[c:7]1[C:8]#[N:9]. The reactants are OC1=CC=2CCC3=C(N(C4=NC=CC=C4C3=O)C3=CC=CC=C3)C2C=C1 (5,6-dihydro-3-hydroxy-12-phenyl-naphtho[1,2-b][1,8]naphthyridin-7(12H)-one), [H][H] (hydrogen), [H][H] (hydrogen). The reagents and catalysts are [Pd] (Pd on carbon). Solvent: C(C)O (ethanol). Yields the product OC1=CC=2CCC3=C(N(C=4NCCCC4C3=O)C3=CC=CC=C3)C2C=C1 (5,6,8,9,10,11-hexahydro-3-hydroxy-12-phenyl-naphtho[1,2-b][1,8]naphthyridin-7(12H)-one). As a reaction SMILES: [OH:1][C:2]1[CH:26]=[CH:25][C:24]2[C:8]3[N:9]([C:18]4[CH:23]=[CH:22][CH:21]=[CH:20][CH:19]=4)[C:10]4[C:15]([C:16](=[O:17])[C:7]=3[CH2:6][CH2:5][C:4]=2[CH:3]=1)=[CH:14][CH:13]=[CH:12][N:11]=4.[H][H]>[Pd].C(O)C>[OH:1][C:2]1[CH:26]=[CH:25][C:24]2[C:8]3[N:9]([C:18]4[CH:19]=[CH:20][CH:21]=[CH:22][CH:23]=4)[C:10]4[NH:11][CH2:12][CH2:13][CH2:14][C:15]=4[C:16](=[O:17])[C:7]=3[CH2:6][CH2:5][C:4]=2[CH:3]=1. Procedure details: Charge a Paar bottle with 5,6-dihydro-3-hydroxy-12-phenyl-naphtho[1,2-b][1,8]naphthyridin-7(12H)-one, an equal weight of 5% Pd on carbon, and ethanol. Pressurize the bottle with hydrogen to about 50 psi, and shake the contents in a Paar apparatus at 25° C. Monitor the progress of hydrogenation by pressure changes or by thin-layer chromatography. When hydrogen uptake ceases, remove catalyst by filtration and ethanol by evaporation. Crystallize the residue to obtain 5,6,8,9,10,11-hexahydro-3-hydro... The reactants are NCCc1ccccc1, COc1ccc(Cl)cc1C(=O)Cl, c1ccccc1. The product is NCCc1ccccc1, Cl. As a reaction SMILES: [CH2:13]([CH2:14][c:15]1[cH:16][cH:17][cH:18][cH:19][cH:20]1)[NH2:21].[Cl:1][c:2]1[cH:3][cH:4][c:5]([O:6][CH3:7])[c:8]([C:10]([Cl:11])=[O:12])[cH:9]1.[cH:22]1[cH:23][cH:24][cH:25][cH:26][cH:27]1>>[CH2:13]([CH2:14][c:15]1[cH:16][cH:17][cH:18][cH:19][cH:20]1)[NH2:21].[ClH:1]. Starting materials: OCc1ccccc1Oc1cccc(F)c1, O=S(Cl)Cl, c1ccncc1. The product is Fc1cccc(Oc2ccccc2CCl)c1. Reaction SMILES: [F:1][c:2]1[cH:3][c:4]([O:5][c:6]2[c:7]([CH2:12][OH:13])[cH:8][cH:9][cH:10][cH:11]2)[cH:14][cH:15][cH:16]1.[S:17]([Cl:18])([Cl:19])=[O:20].[cH:21]1[cH:22][cH:23][n:24][cH:25][cH:26]1>>[F:1][c:2]1[cH:3][c:4]([O:5][c:6]2[c:7]([CH2:12][Cl:19])[cH:8][cH:9][cH:10][cH:11]2)[cH:14][cH:15][cH:16]1. Starting materials: C1(=CC=CC=C1)C1=CC(=CS1)C(O)C1=CC(=C(C(=C1)OC)OC)OC ((5-Phenylthiophen-3-yl)(3,4,5-trimethoxyphenyl)methanol), 38f, [H-].[H-].[H-].[H-].[Li+].[Al+3] (LiAlH4). Solvent: C1CCOC1 (THF), C1CCOC1 (THF). Reaction conditions: time 1 hour. Yields the product C1(=CC=CC=C1)C1=CC(=CS1)C=O (5-phenylthiophene-3-carbaldehyde). Reaction SMILES: [C:1]1([C:7]2[S:11][CH:10]=[C:9]([CH:12](C3C=C(OC)C(OC)=C(OC)C=3)[OH:13])[CH:8]=2)[CH:6]=[CH:5][CH:4]=[CH:3][CH:2]=1.[H-].[H-].[H-].[H-].[Li+].[Al+3]>C1COCC1>[C:1]1([C:7]2[S:11][CH:10]=[C:9]([CH:12]=[O:13])[CH:8]=2)[CH:6]=[CH:5][CH:4]=[CH:3][CH:2]=1 |f:1.2.3.4.5.6|. Reported procedure: (5-Phenylthiophen-3-yl)(3,4,5-trimethoxyphenyl)methanol (400. At −78° C., to a solution of 38f (2.5 mmol) in 5 mL THF under argon protection was added a solution of LiAlH4 in THF (1N, 1.42 mL) and stirring continued at 1 h at −20° C. The reaction mixture was placed on an ice bath and quenched by 20% H2SO4 solution, extracted with ethyl acetate and dried over MgSO4. The solvent was removed under reduced pressure and purified by column chromatography to yield 5-phenylthiophene-3-carbaldehyde (not ... RXN SMILES: [CH3:39][C:40]#[N:41].[CH:17]12[CH2:18][N:19]([C:26](=[O:27])[O:28][C:29]([CH3:30])([CH3:31])[CH3:32])[CH2:20][CH:21]([CH2:22][NH:23][CH2:24]1)[CH2:25]2.[Cl:1][CH2:2][C:3]([CH2:4][O:5][c:6]1[cH:7][cH:8][c:9]([C:10]#[N:11])[cH:12][cH:13]1)([CH2:14][OH:15])[OH:16].[K+:33].[K+:34].[O-:35][C:36]([O-:37])=[O:38]>>[CH2:2]([C:3]([CH2:4][O:5][c:6]1[cH:7][cH:8][c:9]([C:10]#[N:11])[cH:12][cH:13]1)([CH2:14][OH:15])[OH:16])[N:23]1[CH2:22][CH:21]2[CH2:20][N:19]([C:26](=[O:27])[O:28][C:29]([CH3:30])([CH3:31])[CH3:32])[CH2:18][CH:17]([CH2:24]1)[CH2:25]2. Starting materials: CC#N, CC(C)(C)OC(=O)N1CC2CNCC(C2)C1, N#Cc1ccc(OCC(O)(CO)CCl)cc1, [K+], [K+], O=C([O-])[O-]. Yields the product CC(C)(C)OC(=O)N1CC2CC(CN(CC(O)(CO)COc3ccc(C#N)cc3)C2)C1.